From a dataset of the Open Reaction Database (ORD), a public repository of structured organic reaction records. describe an organic reaction: reactants, conditions, products, and yield Starting materials: CCOC(=O)c1n[nH]cc1-c1ccc(Cl)cc1Cl, C1CCOC1, [Li+], [OH-], O, O. Yields the product O=C(O)c1n[nH]cc1-c1ccc(Cl)cc1Cl. As a reaction SMILES: [CH2:1]([CH3:2])[O:3][C:4](=[O:5])[c:6]1[n:7][nH:8][cH:9][c:10]1-[c:11]1[c:12]([Cl:18])[cH:13][c:14]([Cl:17])[cH:15][cH:16]1.[CH2:22]1[O:23][CH2:24][CH2:25][CH2:26]1.[Li+:21].[OH-:20].[OH2:19].[OH2:27]>>[O:3]=[C:4]([OH:5])[c:6]1[n:7][nH:8][cH:9][c:10]1-[c:11]1[c:12]([Cl:18])[cH:13][c:14]([Cl:17])[cH:15][cH:16]1. The reactants are COC1=CC=C(CN2N=NN=C2S(=O)(=O)C2=CC=C(C=C2)C)C=C1 (1-p-Methoxybenzyl-5-p-Toluenesulfonyltetrazole), [Na] (sodium). Yields the product COC1=CC=C(CN2N=NN=C2S)C=C1 (1-p-Methoxybenzyl-5-Tetrazolethiol). As a reaction SMILES: [CH3:1][O:2][C:3]1[CH:24]=[CH:23][C:6]([CH2:7][N:8]2[C:12]([S:13](C3C=CC(C)=CC=3)(=O)=O)=[N:11][N:10]=[N:9]2)=[CH:5][CH:4]=1.[Na]>>[CH3:1][O:2][C:3]1[CH:4]=[CH:5][C:6]([CH2:7][N:8]2[C:12]([SH:13])=[N:11][N:10]=[N:9]2)=[CH:23][CH:24]=1 |^1:24|. Procedure details: Treatment of the product of Example 4 as in the previous example gives the sodium salt of the title compound. This is recrystallized from ethyl acetate-hexane, m.p. 246°-250° C. (decomp). Starting materials: BrBr (bromine), BrBr (bromine), NC1=C(CN[C@@H](CCSC)C(=O)O)C=CC=C1 (N-(2-amino-benzyl)-methionine), [Cl-].[Al+3].[Cl-].[Cl-] (aluminum chloride). Solvent: C(C)(=O)O (acetic acid), C(C)(=O)O (acetic acid). Reaction conditions: time 24 hour. Yields the product NC1=C(CN[C@@H](CCSC)C(=O)O)C=C(C=C1)Br (N-(2-Amino-5-bromo-benzyl)-methionine). The yield is 45.0%. RXN SMILES: [NH2:1][C:2]1[CH:17]=[CH:16][CH:15]=[CH:14][C:3]=1[CH2:4][NH:5][C@H:6]([C:11]([OH:13])=[O:12])[CH2:7][CH2:8][S:9][CH3:10].[Cl-].[Al+3].[Cl-].[Cl-].[Br:22]Br>C(O)(=O)C>[NH2:1][C:2]1[CH:17]=[CH:16][C:15]([Br:22])=[CH:14][C:3]=1[CH2:4][NH:5][C@H:6]([C:11]([OH:13])=[O:12])[CH2:7][CH2:8][S:9][CH3:10] |f:1.2.3.4|. Procedure details: 2.54 gm (0.01 mol) of N-(2-amino-benzyl)-methionine and 100 gm of aluminum chloride were dissolved in 50 cc of anhydrous acetic acid while gently heating. Then, the mixture was brought to room temperature and, while stirring, 0.52 cc (0.01 mol) of bromine diluted in 20 cc of acetic acid was added slowly. A light-colored precipitate was formed. After the addition of bromine was finished, the precipitate was centrifuged off, washed with ample acetic acid and then with anhydrous ether, and dried in... The product is NC(=S)NCCc1ccccc1. RXN SMILES: [Br:15][c:16]1[cH:17][cH:18][cH:19][cH:20][cH:21]1.[CH2:2]([CH2:3][c:4]1[cH:5][cH:6][cH:7][cH:8][cH:9]1)[NH2:10].[ClH:1].[NH4+:14].[OH2:22].[S-:11][C:12]#[N:13]>>[CH2:2]([CH2:3][c:4]1[cH:5][cH:6][cH:7][cH:8][cH:9]1)[NH:10][C:12](=[S:11])[NH2:13]. Starting materials: Brc1ccccc1, NCCc1ccccc1, Cl, [NH4+], O, N#C[S-]. Starting materials: O=C(NC(CO)Cc1ccncc1)c1ccccc1, Cl. Yields the product NC(CO)Cc1ccncc1. Reaction SMILES: [C:1](=[O:2])([c:3]1[cH:4][cH:5][cH:6][cH:7][cH:8]1)[NH:9][CH:10]([CH2:11][OH:12])[CH2:13][c:14]1[cH:15][cH:16][n:17][cH:18][cH:19]1.[ClH:20]>>[NH2:9][CH:10]([CH2:11][OH:12])[CH2:13][c:14]1[cH:15][cH:16][n:17][cH:18][cH:19]1. Starting materials: N(=O)[O-].[Na+] (Sodium nitrite), C(#N)C=1C=C(C(=O)N)C=CC1 (m-cyanobenzamide), resultant solution. Run in S(O)(O)(=O)=O (sulfuric acid). Yields the product C(#N)C=1C=C(C(=O)O)C=CC1 (m-cyanobenzoic acid). Yield: 91.2%. As a reaction SMILES: N([O-])=[O:2].[Na+].[C:5]([C:7]1[CH:8]=[C:9]([CH:13]=[CH:14][CH:15]=1)[C:10](N)=[O:11])#[N:6]>S(=O)(=O)(O)O>[C:5]([C:7]1[CH:8]=[C:9]([CH:13]=[CH:14][CH:15]=1)[C:10]([OH:2])=[O:11])#[N:6] |f:0.1|. Procedure details: Sodium nitrite (2.07 g) was dissolved in a 70 wt. % aqueous sulfuric acid solution (100 ml), and m-cyanobenzamide (2.92 g) was added to the resultant solution. The mixture was allowed to react at 40° C. for one hour with stirring. The precipitated crystals were collected through filtration, washed with water, and dried, to thereby obtain 2.68 g of m-cyanobenzoic acid (yield 92%). The m-cyanobenzoic acid obtained had a purity of 99% or more. The reactants are CC1=C(N)C=CC(=C1)F (2-methyl-4-fluoroaniline), CC1=CC(=NC(=N1)Cl)N1C(C2=CC=CC=C2CC1)C (6-methyl-4-(1-methyl-1,2,3,4-tetrahydroisoquinolin-2-yl)-2-chloropyrimidine). Solvent: CN(C=O)C (dimethylformamide). Product: Cl.CC1=CC(=NC(=N1)NC1=C(C=C(C=C1)F)C)N1C(C2=CC=CC=C2CC1)C (6-methyl-2-(2-methyl-4-fluorophenylamino)-4-(1-methyl-1,2,3,4-tetrahydroisoquinolin-2-yl)pyrimidine hydrochloride). The yield is 54.7%. As a reaction SMILES: [CH3:1][C:2]1[CH:8]=[C:7]([F:9])[CH:6]=[CH:5][C:3]=1[NH2:4].[CH3:10][C:11]1[N:16]=[C:15]([Cl:17])[N:14]=[C:13]([N:18]2[CH2:27][CH2:26][C:25]3[C:20](=[CH:21][CH:22]=[CH:23][CH:24]=3)[CH:19]2[CH3:28])[CH:12]=1>CN(C)C=O>[ClH:17].[CH3:10][C:11]1[N:16]=[C:15]([NH:4][C:3]2[CH:5]=[CH:6][C:7]([F:9])=[CH:8][C:2]=2[CH3:1])[N:14]=[C:13]([N:18]2[CH2:27][CH2:26][C:25]3[C:20](=[CH:21][CH:22]=[CH:23][CH:24]=3)[CH:19]2[CH3:28])[CH:12]=1 |f:3.4|. Procedure: After 2-methyl-4-fluoroaniline(1.1 ml, 10.2 mmol) was added to a mixture solution of 6-methyl-4-(1-methyl-1,2,3,4-tetrahydroisoquinolin-2-yl)-2-chloropyrimidine(1.5 g, 5.5 mmol) and dimethylformamide(10 ml), 1.2 g of the titled compound was obtained in accordance with the same procedure as in Step 2 of Example 1. Starting materials: NC1=NN(C=C1)CC(C)(O)C (1-(3-amino-1H-pyrazol-1-yl)-2-methylpropan-2-ol), 7,935,699 B2, BrC=1C(N(N=C(C1)Cl)C)=O (4-bromo-6-chloro-2-methylpyridazin-3(2H)-one), C1(=CC=CC=C1)P(C1=CC=CC=2C(C3=CC=CC(=C3OC12)P(C1=CC=CC=C1)C1=CC=CC=C1)(C)C)C1=CC=CC=C1 (4,5-bis(diphenylphosphino)-9,9-dimethylxanthene). The reagents and catalysts are C=1C=CC(=CC1)/C=C/C(=O)/C=C/C2=CC=CC=C2.C=1C=CC(=CC1)/C=C/C(=O)/C=C/C2=CC=CC=C2.C=1C=CC(=CC1)/C=C/C(=O)/C=C/C2=CC=CC=C2.[Pd].[Pd] (tris(dibenzylideneacetone)dipalladium(0)). The solvent is ClCCl (dichloromethane), O (water), O1CCOCC1 (dioxane). Conditions: temperature 90 celsius. The product is ClC=1C=C(C(N(N1)C)=O)NC1=NN(C=C1)CC(C)(C)O (6-chloro-4-[1-(2-hydroxy-2-methyl-propyl)-1H-pyrazol-3-ylamino]-2-methyl-2H-pyridazin-3-one). Isolated yield 59.0%. As a reaction SMILES: [NH2:1][C:2]1[CH:6]=[CH:5][N:4]([CH2:7][C:8]([CH3:11])([OH:10])[CH3:9])[N:3]=1.Br[C:13]1[C:14](=[O:21])[N:15]([CH3:20])[N:16]=[C:17]([Cl:19])[CH:18]=1.C1(P(C2C=CC=CC=2)C2C3OC4C(=CC=CC=4P(C4C=CC=CC=4)C4C=CC=CC=4)C(C)(C)C=3C=CC=2)C=CC=CC=1>O1CCOCC1.ClCCl.O.C1C=CC(/C=C/C(/C=C/C2C=CC=CC=2)=O)=CC=1.C1C=CC(/C=C/C(/C=C/C2C=CC=CC=2)=O)=CC=1.C1C=CC(/C=C/C(/C=C/C2C=CC=CC=2)=O)=CC=1.[Pd].[Pd]>[Cl:19][C:17]1[CH:18]=[C:13]([NH:1][C:2]2[CH:6]=[CH:5][N:4]([CH2:7][C:8]([OH:10])([CH3:11])[CH3:9])[N:3]=2)[C:14](=[O:21])[N:15]([CH3:20])[N:16]=1 |f:6.7.8.9.10|. Procedure details: A solution of 1-(3-amino-1H-pyrazol-1-yl)-2-methylpropan-2-ol (prepared as in U.S. Pat. No. 7,935,699 B2, Example 74, 139 mg, 0.90 mmol), 4-bromo-6-chloro-2-methylpyridazin-3(2H)-one (200 mg, 0.90 mmol) cesium carbonate (1.02 g, 3.13 mmol) and 4,5-bis(diphenylphosphino)-9,9-dimethylxanthene (77.7 mg, 0.13 mmol) in dioxane (10 ml) was flushed with argon before tris(dibenzylideneacetone)dipalladium(0) (61.5 mg, 0.07 mmol) was added and the resulting solution was heated at 90° C. for 18 h. The mixt... The reactants are CN(C)C=O, OC1CCC(O)CC1, O=[N+]([O-])c1cc(F)ccc1F, [H-], [Na+]. Yields the product O=[N+]([O-])c1cc(F)ccc1OC1CCC(O)CC1. Reaction SMILES: [CH3:22][N:23]([CH3:24])[CH:25]=[O:26].[CH:1]1([OH:8])[CH2:2][CH2:3][CH:4]([OH:7])[CH2:5][CH2:6]1.[F:11][c:12]1[c:13]([N+:19](=[O:20])[O-:21])[cH:14][c:15]([F:18])[cH:16][cH:17]1.[H-:9].[Na+:10]>>[CH:1]1([OH:8])[CH2:2][CH2:3][CH:4]([O:7][c:12]2[c:13]([N+:19](=[O:20])[O-:21])[cH:14][c:15]([F:18])[cH:16][cH:17]2)[CH2:5][CH2:6]1. Starting materials: CC(=O)O, CC(C)O, C[N+](=O)[O-], NCc1ccccc1, O=Cc1ccsc1. The product is O=[N+]([O-])C=Cc1ccsc1. Reaction SMILES: [CH3:20][C:21](=[O:22])[OH:23].[CH3:24][CH:25]([OH:26])[CH3:27].[N+:8](=[O:9])([O-:10])[CH3:11].[NH2:12][CH2:13][c:14]1[cH:15][cH:16][cH:17][cH:18][cH:19]1.[s:1]1[cH:2][c:3]([CH:6]=[O:7])[cH:4][cH:5]1>>[s:1]1[cH:2][c:3]([CH:6]=[CH:11][N+:8](=[O:9])[O-:10])[cH:4][cH:5]1.